This data is from the Open Reaction Database (ORD), a public repository of structured organic reaction records. The task is: describe an organic reaction: reactants, conditions, products, and yield Reactants: C(#C)C1=NC(=NC=C1C(F)(F)F)NC1=CC=C(C=C1)C1CCN(CC1)C(=O)OC(C)(C)C (tert-butyl 4-(4-((4-ethynyl-5-(trifluoromethyl)pyrimidin-2-yl)amino)phenyl)piperidine-1-carboxylate), IC1=C(C=CC=C1)C1(CCC1)C(=O)OC (methyl 1-(2-iodophenyl)cyclobutanecarboxylate), C1=CC=C(C=C1)P(C2=CC=CC=C2)C3=CC=CC=C3 (PPh3). Reagents/catalysts: [Cu]I (CuI), Cl[Pd]([P](C1=CC=CC=C1)(C2=CC=CC=C2)C3=CC=CC=C3)([P](C4=CC=CC=C4)(C5=CC=CC=C5)C6=CC=CC=C6)Cl (PdCl2(PPh3)2). Solvent: CN(C)C=O (DMF), CCN(CC)CC (Et3N). Product: COC(=O)C1(CCC1)C1=C(C=CC=C1)C#CC1=NC(=NC=C1C(F)(F)F)NC1=CC=C(C=C1)C1CCN(CC1)C(=O)OC(C)(C)C (tert-Butyl 4-(4-((4-((2-(1-(methoxycarbonyl)cyclobutyl)phenyl)ethynyl)-5-(trifluoromethyl)pyrimidin-2-yl)amino)phenyl)piperidine-1-carboxylate), oil. Yield: 16.0%. As a reaction SMILES: [C:1]([C:3]1[C:8]([C:9]([F:12])([F:11])[F:10])=[CH:7][N:6]=[C:5]([NH:13][C:14]2[CH:19]=[CH:18][C:17]([CH:20]3[CH2:25][CH2:24][N:23]([C:26]([O:28][C:29]([CH3:32])([CH3:31])[CH3:30])=[O:27])[CH2:22][CH2:21]3)=[CH:16][CH:15]=2)[N:4]=1)#[CH:2].I[C:34]1[CH:39]=[CH:38][CH:37]=[CH:36][C:35]=1[C:40]1([C:44]([O:46][CH3:47])=[O:45])[CH2:43][CH2:42][CH2:41]1.C1C=CC(P(C2C=CC=CC=2)C2C=CC=CC=2)=CC=1>CN(C=O)C.CCN(CC)CC.[Cu]I.Cl[Pd](Cl)([P](C1C=CC=CC=1)(C1C=CC=CC=1)C1C=CC=CC=1)[P](C1C=CC=CC=1)(C1C=CC=CC=1)C1C=CC=CC=1>[CH3:47][O:46][C:44]([C:40]1([C:35]2[CH:36]=[CH:37][CH:38]=[CH:39][C:34]=2[C:2]#[C:1][C:3]2[C:8]([C:9]([F:10])([F:12])[F:11])=[CH:7][N:6]=[C:5]([NH:13][C:14]3[CH:15]=[CH:16][C:17]([CH:20]4[CH2:25][CH2:24][N:23]([C:26]([O:28][C:29]([CH3:32])([CH3:31])[CH3:30])=[O:27])[CH2:22][CH2:21]4)=[CH:18][CH:19]=3)[N:4]=2)[CH2:43][CH2:42][CH2:41]1)=[O:45] |^1:83,102|. Reported procedure: A suspension of tert-butyl 4-(4-((4-ethynyl-5-(trifluoromethyl)pyrimidin-2-yl)amino)phenyl)piperidine-1-carboxylate A51 (169 mg, 0.380 mmol), methyl 1-(2-iodophenyl)cyclobutanecarboxylate A53 (100 mg, 0.316 mmol), PPh3 (8 mg, 0.03 mmol) and CuI (3 mg, 0.02 mmol) in DMF (3 mL) and Et3N (0.5 mL) was sonicated for 10 minutes before PdCl2(PPh3)2 (22 mg, 0.032 mmol) was added. The reaction mixture was irradiated in the microwave at 120° C. for 20 minutes, adsorbed onto silica gel and purified using c... RXN SMILES: [Cl:1][C:2]1[CH:3]=[C:4]2[C:9]3=[C:10]([C:12](=[O:15])C(=O)[N:8]3[CH:7]([C:16]3[CH:21]=[CH:20][CH:19]=[CH:18][CH:17]=3)[CH2:6][CH2:5]2)[CH:11]=1.[OH-:22].[Na+].OO.Cl>O>[Cl:1][C:2]1[CH:3]=[C:4]2[C:9](=[C:10]([C:12]([OH:22])=[O:15])[CH:11]=1)[NH:8][CH:7]([C:16]1[CH:17]=[CH:18][CH:19]=[CH:20][CH:21]=1)[CH2:6][CH2:5]2 |f:1.2|. Reported procedure: To a solution of 8-chloro-5,6-dihydro-4-phenyl-4H-pyrrolo-[3,2,1-ij]quinoline-1,2-dione (3.4 g) and sodium hydroxide (2 g) in water (100 ml) was added 35% aqueous hydrogen peroxide solution (5 ml) and stirred at room temperature for an hour. The reaction mixture was acidified slightly by adding concentrated hydrochloric acid, the resulting precipitate was collected by filtration, washed and dried to give the title compound (3.17 g, 96.7%) as yellow crystals. This crystals was recrystallized from... The yield is 96.5%. Product: ClC=1C=C2CCC(NC2=C(C1)C(=O)O)C1=CC=CC=C1 (6-Chloro-2-phenyl-1,2,3,4-tetrahydroquinoline-8-carboxylic acid). Solvent: O (water). The reactants are Cl (hydrochloric acid), ClC=1C=C2CCC(N3C2=C(C1)C(C3=O)=O)C3=CC=CC=C3 (8-chloro-5,6-dihydro-4-phenyl-4H-pyrrolo-[3,2,1-ij]quinoline-1,2-dione), [OH-].[Na+] (sodium hydroxide), OO (hydrogen peroxide). Reactants: CN(C)CC1=CC2=C(CN(CC2)C(CCCCCCCCC)=O)O1 (1-(2-Dimethylaminomethyl-5,7-dihydro-4H-furo[2,3-c]pyridin-6-yl)decan-1-one), Cl (hydrogen chloride). The solvent is CO (methanol), C(C)(=O)OCC (ethyl acetate). Product: Cl.CN(C)CC1=CC2=C(CN(CC2)C(CCCCCCCCC)=O)O1 (1-(2-dimethylaminomethyl-5,7-dihydro-4H-furo[2,3-c]pyridin-6-yl)decan-1-one hydrochloride). As a reaction SMILES: [CH3:1][N:2]([CH2:4][C:5]1[O:24][C:8]2[CH2:9][N:10]([C:13](=[O:23])[CH2:14][CH2:15][CH2:16][CH2:17][CH2:18][CH2:19][CH2:20][CH2:21][CH3:22])[CH2:11][CH2:12][C:7]=2[CH:6]=1)[CH3:3].[ClH:25]>CO.C(OCC)(=O)C>[ClH:25].[CH3:1][N:2]([CH2:4][C:5]1[O:24][C:8]2[CH2:9][N:10]([C:13](=[O:23])[CH2:14][CH2:15][CH2:16][CH2:17][CH2:18][CH2:19][CH2:20][CH2:21][CH3:22])[CH2:11][CH2:12][C:7]=2[CH:6]=1)[CH3:3] |f:4.5|. Procedure: 1-(2-Dimethylaminomethyl-5,7-dihydro-4H-furo[2,3-c]pyridin-6-yl)decan-1-one 0.135 g was dissolved in 2 ml of methanol; hydrogen chloride in ethyl acetate was added in excess, followed by stirring. After this mixture was concentrated, the resulting solid was washed with diethyl ether to yield the desired product. Starting materials: N#Cc1ccc(OCCCCCCBr)cc1, C=Cc1ccccc1, Cc1cc(C)on1, CC(C)NC(C)C, [Li], C1CCOC1. Yields the product Cc1cc(CCCCCCCOc2ccc(C#N)cc2)on1. As a reaction SMILES: [Br:24][CH2:25][CH2:26][CH2:27][CH2:28][CH2:29][CH2:30][O:31][c:32]1[cH:33][cH:34][c:35]([C:36]#[N:37])[cH:38][cH:39]1.[CH2:9]=[CH:10][c:11]1[cH:12][cH:13][cH:14][cH:15][cH:16]1.[CH3:17][c:18]1[n:19][o:20][c:21]([CH3:23])[cH:22]1.[CH:2]([NH:3][CH:4]([CH3:5])[CH3:6])([CH3:7])[CH3:8].[Li:1].[O:40]1[CH2:41][CH2:42][CH2:43][CH2:44]1>>[CH3:17][c:18]1[n:19][o:20][c:21]([CH2:23][CH2:25][CH2:26][CH2:27][CH2:28][CH2:29][CH2:30][O:31][c:32]2[cH:33][cH:34][c:35]([C:36]#[N:37])[cH:38][cH:39]2)[cH:22]1.